Dataset: the Open Reaction Database (ORD), a public repository of structured organic reaction records. Task: describe an organic reaction: reactants, conditions, products, and yield Reactants: C(C)(=O)SCC(C(=O)OCC1=CC=CC=C1)CC(C)C (benzyl 3-acetylthio-2-isobutylpropionate), O (water), [Cl-] (chloride), C(C)(=O)O (acetic acid). Yields the product ClS(=O)(=O)CC(C(=O)OCC1=CC=CC=C1)CC(C)C (benzyl 3-chlorosulfonyl-2-isobutylpropionate). Reaction SMILES: C([S:4][CH2:5][CH:6]([CH2:17][CH:18]([CH3:20])[CH3:19])[C:7]([O:9][CH2:10][C:11]1[CH:16]=[CH:15][CH:14]=[CH:13][CH:12]=1)=[O:8])(=O)C.[OH2:21].[Cl-:22].C(O)(=[O:25])C>>[Cl:22][S:4]([CH2:5][CH:6]([CH2:17][CH:18]([CH3:20])[CH3:19])[C:7]([O:9][CH2:10][C:11]1[CH:16]=[CH:15][CH:14]=[CH:13][CH:12]=1)=[O:8])(=[O:25])=[O:21]. Procedure details: A solution of benzyl 3-acetylthio-2-isobutylpropionate (588 mg, 2 mmol) in acetic acid (12 ml)-water (1.6 ml) at 0° C. was reacted with gaseous chloride (prealably condensed at −78° C., 1.9 ml). After chlorine had distilled, the solvents are evaporated in vacuo to give crude benzyl 3-chlorosulfonyl-2-isobutylpropionate (630 mg). Starting materials: COC1=CC=C(C(C(C(=O)[O-])C(=O)C)C(C(=O)OCC)C(=O)C)C=C1 (ethyl 2,2'-(4-methoxybenzal)-bis-acetoacetate), C(C)O (ethanol), [OH-].[Na+] (sodium hydroxide), COC1=CC=C(C(C(C(=O)[O-])C(=O)C)C(C(=O)[O-])C(=O)C)C=C1 (2,2'-(4-methoxybenzal)-bis-acetoacetate). Solvent: O (Water). The product is COC1=CC=C(C=C1)C(CC(=O)O)CC(=O)O (3-(4-methoxyphenyl)glutaric acid). Yield: 16.1%. Reaction SMILES: [CH3:1][O:2][C:3]1[CH:25]=[CH:24][C:6]([CH:7]([CH:15](C(C)=O)[C:16]([O:18]CC)=[O:17])[CH:8](C(C)=O)[C:9]([O-:11])=[O:10])=[CH:5][CH:4]=1.C(O)C.[OH-].[Na+].COC1C=CC(C(C(C(C)=O)C([O-])=O)C(C(C)=O)C([O-])=O)=CC=1>O>[CH3:1][O:2][C:3]1[CH:4]=[CH:5][C:6]([CH:7]([CH2:15][C:16]([OH:18])=[O:17])[CH2:8][C:9]([OH:11])=[O:10])=[CH:24][CH:25]=1 |f:2.3|. Reported procedure: A mixture of ethyl 2,2'-(4-methoxybenzal)-bis-acetoacetate (30 g), ethanol (450 ml) and 50% sodium hydroxide (450 g) is refluxed vigorously for 1.0 hour. Water (150 ml) is added and most of the ethanol is removed by distillation in vacuo. The concentrate is acidified with concentrated hydrochloric acid and is extracted with ethyl acetate. The ethyl acetate solution is washed with brine, dried, evaporated and the residue is crystallized from benzene-methanol to afford 3.3 g of 3-(4-methoxyphenyl)... Reactants: Cc1ccccc1, COC(=O)C(Cl)Cc1ccc(CCO)cc1, CC(C)OC(=O)N=NC(=O)OC(C)C, Oc1ccc(OCc2ccccc2)cc1, c1ccc(P(c2ccccc2)c2ccccc2)cc1. The product is COC(=O)C(Cl)Cc1ccc(CCOc2ccc(OCc3ccccc3)cc2)cc1. Reaction SMILES: [CH3:65][c:66]1[cH:67][cH:68][cH:69][cH:70][cH:71]1.[Cl:20][CH:21]([C:22](=[O:23])[O:24][CH3:25])[CH2:26][c:27]1[cH:28][cH:29][c:30]([CH2:33][CH2:34][OH:35])[cH:31][cH:32]1.[O:51]=[C:52]([O:53][CH:54]([CH3:55])[CH3:56])[N:57]=[N:58][C:59]([O:60][CH:61]([CH3:62])[CH3:63])=[O:64].[OH:36][c:37]1[cH:38][cH:39][c:40]([O:41][CH2:42][c:43]2[cH:44][cH:45][cH:46][cH:47][cH:48]2)[cH:49][cH:50]1.[c:1]1([P:2]([c:3]2[cH:4][cH:5][cH:6][cH:7][cH:8]2)[c:9]2[cH:10][cH:11][cH:12][cH:13][cH:14]2)[cH:15][cH:16][cH:17][cH:18][cH:19]1>>[Cl:20][CH:21]([C:22](=[O:23])[O:24][CH3:25])[CH2:26][c:27]1[cH:28][cH:29][c:30]([CH2:33][CH2:34][O:35][c:37]2[cH:38][cH:39][c:40]([O:41][CH2:42][c:43]3[cH:44][cH:45][cH:46][cH:47][cH:48]3)[cH:49][cH:50]2)[cH:31][cH:32]1. Starting materials: O (water), amine, ClC1=NC2=CC(=C(C=C2C(N1)=O)OC)OC (2-chloro-6,7-dimethoxy-3H-quinazolin-4-one), C([O-])(O)=O.[Na+] (sodium bicarbonate), C(C)(C)(C)OC(=O)N1CC2=CC=CC(=C2CC1)CO (5-hydroxymethyl-3,4-dihydro-1H-isoquinoline-2-carboxylic acid tert-butyl ester). Solvent: CS(=O)C (dimethyl sulfoxide), FC(C(=O)O)(F)F (trifluoroacetic acid), ClCCl (dichloromethane). Run at temperature 85 celsius, time 2 hour. Yields the product OCC1=C2CCN(CC2=CC=C1)C1=NC2=CC(=C(C=C2C(N1)=O)OC)OC (2-(5-hydroxymethyl-3,4-dihydro-1H-isoquinolin-2-yl)-6,7-dimethoxy-3H-quinazolin-4-one). Yield: 49.0%. Reaction SMILES: C(O[C:6]([N:8]1[CH2:17][CH2:16][C:15]2[C:10](=[CH:11][CH:12]=[CH:13][C:14]=2[CH2:18][OH:19])[CH2:9]1)=O)(C)(C)C.ClC1[NH:30][C:29](=[O:31])[C:28]2[C:23](=[CH:24][C:25]([O:34][CH3:35])=[C:26]([O:32][CH3:33])[CH:27]=2)[N:22]=1.C(=O)(O)[O-].[Na+].O>FC(F)(F)C(O)=O.ClCCl.CS(C)=O>[OH:19][CH2:18][C:14]1[CH:13]=[CH:12][CH:11]=[C:10]2[C:15]=1[CH2:16][CH2:17][N:8]([C:6]1[NH:30][C:29](=[O:31])[C:28]3[C:23](=[CH:24][C:25]([O:34][CH3:35])=[C:26]([O:32][CH3:33])[CH:27]=3)[N:22]=1)[CH2:9]2 |f:2.3|. Reported procedure: 5-Hydroxymethyl-3,4-dihydro-1H-isoquinoline-2-carboxylic acid tert-butyl ester 21a (0.31 g, 1.17 mmol) was dissolved at room temperature in 10 mL of 10% trifluoroacetic acid in dichloromethane and stirred for 2 h. The volatiles were evaporated, the residue was suspended in toluene, evaporated again and dried under vacuum. The trifluoroacetic salt of the deprotected amine, was mixed with 2-chloro-6,7-dimethoxy-3H-quinazolin-4-one 1b (0.269 g, 1.11 mmol) and sodium bicarbonate (0.148 g, 1.76 mmol)...